Dataset: the Open Reaction Database (ORD), a public repository of structured organic reaction records. Task: describe an organic reaction: reactants, conditions, products, and yield Starting materials: CC=1C=NC=CC1 (3-methylpyridine), C(C)(=O)O (acetic acid), O=O (oxygen). Reagents/catalysts: [Br-].C(CC)[N+](CCC)(CCC)CCC (tetrapropylammonium bromide), C(C)(=O)[O-].[Co+2].C(C)(=O)[O-] (cobalt acetate), C(C)(=O)[O-].[Mn+2].C(C)(=O)[O-] (manganese acetate). Run in O (water). Conditions: temperature 210 celsius. Product: 43.4, C(C1=CN=CC=C1)(=O)O (nicotinic acid). RXN SMILES: [CH3:1][C:2]1[CH:3]=[N:4][CH:5]=CC=1.[C:8]([OH:11])(=[O:10])[CH3:9].O=O>[Br-].C([N+](CCC)(CCC)CCC)CC.O.C([O-])(=O)C.[Co+2].C([O-])(=O)C.C([O-])(=O)C.[Mn+2].C([O-])(=O)C>[C:8]([OH:11])(=[O:10])[C:9]1[CH:1]=[CH:2][CH:3]=[N:4][CH:5]=1 |f:3.4,6.7.8,9.10.11|. Reported procedure: An autoclave having a stirrer, a gas introducing tube and a refluxer for generated steam was charged with 50 parts by weight of 3-methylpyridine, 0.76 part by weight of cobalt acetate, 0.54 part by weight of manganese acetate, 2 parts by weight of tetrapropylammonium bromide and 150 parts by weight of acetic acid having a 5 wt % water content as a solvent, and the mixture was continuously stirred at a temperature of 210° C. under a pressure of 25 kg/cm2G with feeding air at a rate of 60Nl (norma... The reactants are CC(CCCCCC)=O (2-octanone), product, [OH-].C[N+](C)(C)C (tetramethyl ammonium hydroxide), ketone, C(CC)#N (propionitrile), [O-2].[Ca+2] (calcium oxide), nitrile. Run in O (water). Conditions: temperature 103 celsius. The product is CC(C#N)=C(CCCCCC)C (2,3-Dimethyl-2-Nonene Nitrile). As a reaction SMILES: [CH3:1][C:2](=O)[CH2:3][CH2:4][CH2:5][CH2:6][CH2:7][CH3:8].[C:10](#[N:13])[CH2:11][CH3:12].[O-2].[Ca+2].[OH-].C[N+](C)(C)C>O>[CH3:12][C:11](=[C:2]([CH3:1])[CH2:3][CH2:4][CH2:5][CH2:6][CH2:7][CH3:8])[C:10]#[N:13] |f:2.3,4.5|. Procedure: Into a 100 ml. flask, equipped with a magnetic stirrer, thermometer, condensor, and static nitrogen head, was placed 13.6 g. of 2-octanone, 11 g. of propionitrile, 61 g. of calcium oxide and 0.3 g. of 25% tetramethyl ammonium hydroxide in water. The mixture was held at reflux (103° C.) for 16 hours at which time gas chromatographic analysis showed 7% product nitrile relative to starting ketone.